From a dataset of the Open Reaction Database (ORD), a public repository of structured organic reaction records. describe an organic reaction: reactants, conditions, products, and yield Reactants: CCOCC(CNc1cc2c(c(Nc3cccc(C)c3)n1)C(=O)NC2)NC(=O)OC(C)(C)C, ClCCl, ClCCl, O=C(O)C(F)(F)F. Product: CCOCC(N)CNc1cc2c(c(Nc3cccc(C)c3)n1)C(=O)NC2. Reaction SMILES: [CH2:1]([CH3:2])[O:3][CH2:4][CH:5]([CH2:6][NH:7][c:8]1[cH:9][c:10]2[c:11]([c:12]([NH:14][c:15]3[cH:16][c:17]([CH3:21])[cH:18][cH:19][cH:20]3)[n:13]1)[C:22](=[O:25])[NH:23][CH2:24]2)[NH:26][C:27](=[O:28])[O:29][C:30]([CH3:31])([CH3:32])[CH3:33].[Cl:41][CH2:42][Cl:43].[Cl:44][CH2:45][Cl:46].[F:34][C:35]([F:36])([F:37])[C:38]([OH:39])=[O:40]>>[CH2:1]([CH3:2])[O:3][CH2:4][CH:5]([CH2:6][NH:7][c:8]1[cH:9][c:10]2[c:11]([c:12]([NH:14][c:15]3[cH:16][c:17]([CH3:21])[cH:18][cH:19][cH:20]3)[n:13]1)[C:22](=[O:25])[NH:23][CH2:24]2)[NH2:26].